Task: describe an organic reaction: reactants, conditions, products, and yield. Dataset: the Open Reaction Database (ORD), a public repository of structured organic reaction records Solvent: CO (methanol). RXN SMILES: [Cl:1][C:2]1[CH:3]=[C:4]([N+:23]([O-])=O)[CH:5]=[CH:6][C:7]=1[O:8][C:9]1[CH:14]=[CH:13][C:12]([CH2:15][CH2:16][CH2:17][N:18]2[CH:22]=[CH:21][N:20]=[CH:19]2)=[CH:11][CH:10]=1>CO.[Pt]>[Cl:1][C:2]1[CH:3]=[C:4]([CH:5]=[CH:6][C:7]=1[O:8][C:9]1[CH:10]=[CH:11][C:12]([CH2:15][CH2:16][CH2:17][N:18]2[CH:22]=[CH:21][N:20]=[CH:19]2)=[CH:13][CH:14]=1)[NH2:23]. Reaction conditions: time 16 hour. Reagents/catalysts: [Pt] (Pt/C). The reactants are ClC=1C=C(C=CC1OC1=CC=C(C=C1)CCCN1C=NC=C1)[N+](=O)[O-] (3-chloro-4-{4-[3-(1H-imidazol-1-yl)propyl]phenoxy}nitrobenzene). Procedure details: To a solution of 3-chloro-4-{4-[3-(1H-imidazol-1-yl)propyl]phenoxy}nitrobenzene (669 mg) in methanol (7 mL) was added 5% Pt/C (140 mg), and the mixture was stirred under hydrogen atmosphere at room temperature for 16 hrs. 5% Pt/C was filtered off and the filtrate was concentrated. The residue was purified by basic silica gel column chromatography (eluent, ethyl acetate:hexane=80:20→100:0) and further washed with diethyl ether and hexane to give the title compound (277 mg) as a powder. Yields the product ClC=1C=C(N)C=CC1OC1=CC=C(C=C1)CCCN1C=NC=C1 (3-chloro-4-{4-[3-(1H-imidazol-1-yl)propyl]phenoxy}aniline). Yield: 45.2%. The reactants are [Cl-], O=C(OCc1ccccc1)C1(O)CCC(F)(F)CC1, [NH4+], O=P(Cl)(Cl)Cl, c1ccncc1. The product is O=C(OCc1ccccc1)C1=CCC(F)(F)CC1. As a reaction SMILES: [Cl-:25].[F:1][C:2]1([F:19])[CH2:3][CH2:4][C:5]([C:8](=[O:9])[O:10][CH2:11][c:12]2[cH:13][cH:14][cH:15][cH:16][cH:17]2)([OH:18])[CH2:6][CH2:7]1.[NH4+:26].[P:20]([Cl:21])([Cl:22])([Cl:23])=[O:24].[cH:27]1[cH:28][cH:29][n:30][cH:31][cH:32]1>>[F:1][C:2]1([F:19])[CH2:3][CH:4]=[C:5]([C:8](=[O:9])[O:10][CH2:11][c:12]2[cH:13][cH:14][cH:15][cH:16][cH:17]2)[CH2:6][CH2:7]1. The reactants are CC(C)(C)O[K], CC(C)(C)OC(=O)N1CCC(=O)CC1, C1CCOC1. Yields the product C=C1CCN(C(=O)OC(C)(C)C)CC1. Reaction SMILES: [C:15]([O:16][K:17])([CH3:18])([CH3:19])[CH3:20].[O:1]=[C:2]1[CH2:3][CH2:4][N:5]([C:8](=[O:9])[O:10][C:11]([CH3:12])([CH3:13])[CH3:14])[CH2:6][CH2:7]1.[O:21]1[CH2:22][CH2:23][CH2:24][CH2:25]1>>[C:2]1(=[CH2:15])[CH2:3][CH2:4][N:5]([C:8](=[O:9])[O:10][C:11]([CH3:12])([CH3:13])[CH3:14])[CH2:6][CH2:7]1. Starting materials: CC(C)([O-])C.[K+] (Potassium tert-butoxide), O=C(CP(OC)(OC)=O)N1C(OC[C@H]1C1=CC=CC=C1)=O ((R)-dimethyl 2-oxo-2-(2-oxo-4-phenyloxazolidin-3-yl)ethylphosphonate), ClC1=CC=C(C=O)C=C1 (4-chlorobenzaldehyde). The solvent is C1CCOC1 (THF), C1CCOC1 (THF). Conditions: temperature 0 celsius, time 30 minute. Product: ClC1=CC=C(C=C1)/C=C/C(=O)N1C(OC[C@H]1C1=CC=CC=C1)=O ((R,E)-3-(3-(4-chlorophenyl)acryloyl)-4-phenyloxazolidin-2-one). Isolated yield 73.8%. RXN SMILES: [O:1]=[C:2]([N:10]1[C@H:14]([C:15]2[CH:20]=[CH:19][CH:18]=[CH:17][CH:16]=2)[CH2:13][O:12][C:11]1=[O:21])[CH2:3]P(=O)(OC)OC.CC(C)([O-])C.[K+].[Cl:28][C:29]1[CH:36]=[CH:35][C:32]([CH:33]=O)=[CH:31][CH:30]=1>C1COCC1>[Cl:28][C:29]1[CH:36]=[CH:35][C:32](/[CH:33]=[CH:3]/[C:2]([N:10]2[C@H:14]([C:15]3[CH:16]=[CH:17][CH:18]=[CH:19][CH:20]=3)[CH2:13][O:12][C:11]2=[O:21])=[O:1])=[CH:31][CH:30]=1 |f:1.2|. Procedure: A solution of (R)-dimethyl 2-oxo-2-(2-oxo-4-phenyloxazolidin-3-yl)ethylphosphonate (60.7 g, 177.8 mmol) in dry THF (275 ml) under an atmosphere of N2 was cooled to 0° C. in an ice-water bath. Potassium tert-butoxide (23.9 g, 213.4 mmol, 1.0 M solution in THF) was added over a period of 45 min in a dropwise manner and the reaction mixture stirred at 0° C. for 30 min. A solution of 4-chlorobenzaldehyde (25.0 g, 177.84 mmol) in dry THF (100 ml) was added over a period of 20 min and the reaction mix... Starting materials: OCC=1C(NC(NC1)=O)=O (5-hydroxymethyl uracil), Cl (hydrochloric acid). Yields the product ClCC=1C(NC(NC1)=O)=O (5-chloromethyl uracil). Reaction SMILES: O[CH2:2][C:3]1[C:4](=[O:10])[NH:5][C:6](=[O:9])[NH:7][CH:8]=1.[ClH:11]>>[Cl:11][CH2:2][C:3]1[C:4](=[O:10])[NH:5][C:6](=[O:9])[NH:7][CH:8]=1. Procedure: A solution of 1.4 g. (0.010 mole) of 5-hydroxymethyl uracil in 12.5 ml. of concentrated hydrochloric acid was prepared. A colorless precipitate (5-chloromethyl uracil) formed within two minutes and after about ten minutes the precipitate was collected by filtration, washed rapidly with ice cold water, dried and then suspended in 10 ml. of dimethylformamide. Starting materials: CO, ClCCl, CC(C)(C)OC(=O)N1CCc2cn(-c3ccc(C(N)=O)cc3)nc2CC1, O=C(O)C(F)(F)F. Product: NC(=O)c1ccc(-n2cc3c(n2)CCNCC3)cc1. RXN SMILES: [CH3:37][OH:38].[Cl:34][CH2:35][Cl:36].[NH2:1][C:2](=[O:3])[c:4]1[cH:5][cH:6][c:7](-[n:10]2[n:11][c:12]3[c:18]([cH:19]2)[CH2:17][CH2:16][N:15]([C:20]([O:21][C:22]([CH3:23])([CH3:24])[CH3:25])=[O:26])[CH2:14][CH2:13]3)[cH:8][cH:9]1.[OH:27][C:28]([C:29]([F:30])([F:31])[F:32])=[O:33]>>[NH2:1][C:2](=[O:3])[c:4]1[cH:5][cH:6][c:7](-[n:10]2[n:11][c:12]3[c:18]([cH:19]2)[CH2:17][CH2:16][NH:15][CH2:14][CH2:13]3)[cH:8][cH:9]1. The reactants are CCOC(=O)CSC, ClCCl, O=S(=O)(Cl)Cl. The product is CCOC(=O)C(Cl)SC. Reaction SMILES: [CH3:1][S:2][CH2:3][C:4](=[O:5])[O:6][CH2:7][CH3:8].[Cl:14][CH2:15][Cl:16].[S:9]([Cl:10])(=[O:11])([Cl:12])=[O:13]>>[CH3:1][S:2][CH:3]([C:4](=[O:5])[O:6][CH2:7][CH3:8])[Cl:12]. Starting materials: Cl (hydrochloric acid), [H-].[Na+] (sodium hydride), CC(C(C)(C)C)=O (pinacolone), COC(C1=CC=C(C(=O)OC)C=C1)=O (dimethylterephthalate). Run in O1CCCC1 (tetrahydrofuran), O1CCCC1 (tetrahydrofuran). Product: CC(C(CC(=O)C1=CC=C(C=C1)C(CC(C(C)(C)C)=O)=O)=O)(C)C (1,4-bis(4,4-dimethyl-3-oxopentanoyl)-benzene). Isolated yield 65.6%. RXN SMILES: [H-].[Na+].[CH3:3][C:4](=[O:9])[C:5]([CH3:8])([CH3:7])[CH3:6].CO[C:12](=[O:23])[C:13]1[CH:22]=[CH:21][C:16]([C:17]([O:19]C)=O)=[CH:15][CH:14]=1.Cl>O1CCCC1>[CH3:6][C:5]([CH3:8])([CH3:7])[C:4](=[O:9])[CH2:3][C:17]([C:16]1[CH:15]=[CH:14][C:13]([C:12](=[O:23])[CH2:3][C:4](=[O:9])[C:5]([CH3:8])([CH3:7])[CH3:6])=[CH:22][CH:21]=1)=[O:19] |f:0.1|. Reported procedure: In a 2 1 four-necked flask equipped with a mechanical stirrer, dropping funnel, thermometer, reflux condenser, and a nitrogen-inlet tube, 32 gm (0.8 mol) of 60% sodium hydride, 79 gm (0.79 mol) of pinacolone, and 700 ml of anhydrous tetrahydrofuran were mixed with stirring under nitrogen stream. To this solution, 70 gm (0.36 mol) of dimethylterephthalate in 300 ml of tetrahydrofuran was added dropwise over one hour. After the addition, the reaction mixture was refluxed with heating for 6 hours, ... The reactants are BrC(C)C1=CC(=CC(=C1)C(F)(F)F)C(F)(F)F (1-bromo-1-[3,5-bis(trifluoromethyl)phenyl]ethane), O (water), C1(CCCC1)CN(C=1C(=NC(=CC1)OC)CNC1=NC=C(C=N1)OCCSC)CC (N-({3-[(cyclopentylmethyl)(ethyl)amino]-6-methoxypyridin-2-yl}methyl)-5-[2-(methylthio)ethoxy]pyrimidin-2-amine), [H-].[Na+] (sodium hydride). Run in CN(C=O)C (N,N-dimethylformamide), CN(C=O)C (N,N-dimethylformamide). Run at temperature 50 celsius, time 30 minute. The product is FC(C=1C=C(C=C(C1)C(F)(F)F)C(C)N(C1=NC=C(C=N1)OCCSC)CC1=NC(=CC=C1N(CC)CC1CCCC1)OC)(F)F (N-{1-[3,5-bis(trifluoromethyl)phenyl]ethyl}-N-({3-[(cyclopentylmethyl)(ethyl)amino]-6-methoxypyridin-2-yl}methyl)-5-[2-(methylthio)ethoxy]pyrimidin-2-amine). Yield: 33.6%. As a reaction SMILES: [CH:1]1([CH2:6][N:7]([CH2:29][CH3:30])[C:8]2[C:9]([CH2:16][NH:17][C:18]3[N:23]=[CH:22][C:21]([O:24][CH2:25][CH2:26][S:27][CH3:28])=[CH:20][N:19]=3)=[N:10][C:11]([O:14][CH3:15])=[CH:12][CH:13]=2)[CH2:5][CH2:4][CH2:3][CH2:2]1.[H-].[Na+].Br[CH:34]([C:36]1[CH:41]=[C:40]([C:42]([F:45])([F:44])[F:43])[CH:39]=[C:38]([C:46]([F:49])([F:48])[F:47])[CH:37]=1)[CH3:35].O>CN(C)C=O>[F:43][C:42]([F:44])([F:45])[C:40]1[CH:41]=[C:36]([CH:34]([N:17]([CH2:16][C:9]2[C:8]([N:7]([CH2:6][CH:1]3[CH2:5][CH2:4][CH2:3][CH2:2]3)[CH2:29][CH3:30])=[CH:13][CH:12]=[C:11]([O:14][CH3:15])[N:10]=2)[C:18]2[N:23]=[CH:22][C:21]([O:24][CH2:25][CH2:26][S:27][CH3:28])=[CH:20][N:19]=2)[CH3:35])[CH:37]=[C:38]([C:46]([F:47])([F:48])[F:49])[CH:39]=1 |f:1.2|. Procedure: A solution of N-({3-[(cyclopentylmethyl)(ethyl)amino]-6-methoxypyridin-2-yl}methyl)-5-[2-(methylthio)ethoxy]pyrimidin-2-amine (168 mg, 0.39 mmol) in N,N-dimethylformamide (1 mL) stirred under ice cooling was added with sodium hydride (50% in oil, 24 mg, 1.4 mmol), and the mixture was stirred at 50° C. for 30 minutes. The reaction mixture was cooled to −78° C., added with a solution of 1-bromo-[3,5-bis(trifluoromethyl)phenyl]ethane (250 mg, 0.78 mmol) obtained in Step 2 in N,N-dimethylformamide (...